Dataset: the Open Reaction Database (ORD), a public repository of structured organic reaction records. Task: describe an organic reaction: reactants, conditions, products, and yield Reaction SMILES: [CH3:1][C:2](=[N:4][OH:5])[CH3:3].C([Li])CCC.CO[C:13](=O)[C:14]1[CH:19]=[CH:18][C:17]([Br:20])=[CH:16][CH:15]=1>C1COCC1>[Br:20][C:17]1[CH:18]=[CH:19][C:14]([C:13]2[O:5][N:4]=[C:2]([CH3:3])[CH:1]=2)=[CH:15][CH:16]=1. The product is BrC1=CC=C(C=C1)C1=CC(=NO1)C (5-(4-Bromo-phenyl)-3-methyl-isoxazole). Reactants: C(CCC)[Li] (n-Butyllithium), CC(C)=NO (Acetone oxime), COC(C1=CC=C(C=C1)Br)=O (4-Bromo-benzoic acid methyl ester). Conditions: time 1 hour. Procedure: Acetone oxime (4.85 g, 66.4 mmol) was dissolved in THF (100 mL) and cooled to 0° C. n-Butyllithium (1.6M in hexanes, 81 mL, 129.6 mmol) was added and the reaction was stirred at room temperature for 1 hour. 4-Bromo-benzoic acid methyl ester (9.4 g, 43.7 mmol) in THF (30 mL) and the reaction stirred for 24 hours. The mixture was submitted to standard aqueous workup then dried over MgSO4 and evaporated. The residue was taken up in EtOH and HCl (4N in dioxane, 1 mL) was added. The reaction was heat... Solvent: C1CCOC1 (THF), C1CCOC1 (THF). Starting materials: O=C(Br)CBr, C1COCCO1, NC(=O)C1CC1. Product: O=C(CBr)NC(=O)C1CC1. RXN SMILES: [Br:7][CH2:8][C:9](=[O:10])[Br:11].[CH2:12]1[O:13][CH2:14][CH2:15][O:16][CH2:17]1.[NH2:1][C:2](=[O:3])[CH:4]1[CH2:5][CH2:6]1>>[NH:1]([C:2](=[O:3])[CH:4]1[CH2:5][CH2:6]1)[C:9]([CH2:8][Br:7])=[O:10]. The reactants are CCOC(=O)c1cc(OCc2ccc(OC)cc2)c2cc(C(F)(F)F)ccc2n1, N. Yields the product COc1ccc(COc2cc(C(N)=O)nc3ccc(C(F)(F)F)cc23)cc1. As a reaction SMILES: [CH3:1][O:2][c:3]1[cH:4][cH:5][c:6]([CH2:7][O:8][c:9]2[cH:10][c:11]([C:23](=[O:24])[O:25][CH2:26][CH3:27])[n:12][c:13]3[cH:14][cH:15][c:16]([C:19]([F:20])([F:21])[F:22])[cH:17][c:18]23)[cH:28][cH:29]1.[NH3:30]>>[CH3:1][O:2][c:3]1[cH:4][cH:5][c:6]([CH2:7][O:8][c:9]2[cH:10][c:11]([C:23](=[O:24])[NH2:30])[n:12][c:13]3[cH:14][cH:15][c:16]([C:19]([F:20])([F:21])[F:22])[cH:17][c:18]23)[cH:28][cH:29]1. Reactants: CN(C)c1ccncc1, CCN(C(C)C)C(C)C, ClCCl, CCOC(=O)CCC(=O)Cl, COC(=O)c1cc(I)ccc1N, O. Product: CCOC(=O)CCC(=O)Nc1ccc(I)cc1C(=O)OC. Reaction SMILES: [CH3:35][N:36]([c:37]1[cH:38][cH:39][n:40][cH:41][cH:42]1)[CH3:43].[CH:16]([N:17]([CH2:18][CH3:19])[CH:20]([CH3:21])[CH3:22])([CH3:23])[CH3:24].[Cl:13][CH2:14][Cl:15].[Cl:25][C:26]([CH2:27][CH2:28][C:29](=[O:30])[O:31][CH2:32][CH3:33])=[O:34].[NH2:1][c:2]1[c:3]([C:4](=[O:5])[O:6][CH3:7])[cH:8][c:9]([I:12])[cH:10][cH:11]1.[OH2:44]>>[NH:1]([c:2]1[c:3]([C:4](=[O:5])[O:6][CH3:7])[cH:8][c:9]([I:12])[cH:10][cH:11]1)[C:26]([CH2:27][CH2:28][C:29](=[O:30])[O:31][CH2:32][CH3:33])=[O:34]. Reactants: C(CCCCCCCCCCCCCCC)C1=CC=C(C=C1)S(=O)(=O)Cl (p-hexadecylbenzenesulfonyl chloride), S1C(=NN=C1)N (1,3,4-thiadiazol-2-amine), Cl (HCl). Run in N1=CC=CC=C1 (pyridine). Run at time 6 hour. Yields the product C(CCCCCCCCCCCCCCC)C1=CC=C(C=C1)S(=O)(=O)NC=1SC=NN1 (4-Hexadecyl-N-(1,3,4-thiadiazol-2-yl)benzenesulfonamide). Isolated yield 46.0%. Reaction SMILES: [CH2:1]([C:17]1[CH:22]=[CH:21][C:20]([S:23](Cl)(=[O:25])=[O:24])=[CH:19][CH:18]=1)[CH2:2][CH2:3][CH2:4][CH2:5][CH2:6][CH2:7][CH2:8][CH2:9][CH2:10][CH2:11][CH2:12][CH2:13][CH2:14][CH2:15][CH3:16].[S:27]1[CH:31]=[N:30][N:29]=[C:28]1[NH2:32].Cl>N1C=CC=CC=1>[CH2:1]([C:17]1[CH:22]=[CH:21][C:20]([S:23]([NH:32][C:28]2[S:27][CH:31]=[N:30][N:29]=2)(=[O:25])=[O:24])=[CH:19][CH:18]=1)[CH2:2][CH2:3][CH2:4][CH2:5][CH2:6][CH2:7][CH2:8][CH2:9][CH2:10][CH2:11][CH2:12][CH2:13][CH2:14][CH2:15][CH3:16]. Reported procedure: To a solution of p-hexadecylbenzenesulfonyl chloride (600 mg, 1.50 mmol) in pyridine (8 mL) was added 1,3,4-thiadiazol-2-amine (228 mg, 2.25 mmol). The reaction mixture was stirred at room temperature for 6 hours, then 2 M HCl (40 mL) was added to quench the reaction. The mixture was extracted with ethyl acetate (3×50 mL), the organic layer was washed with water (40 mL) and brine (40 mL), dried over anhydrous Na2SO4 and concentrated. The residue was purified by chromatography over silica gel (70... The reactants are FC(COC1=C2C=CC=NC2=C(C(=C1C(=O)O)C(=O)O)OCC(F)(F)F)(F)F (5,8-bis(2,2,2-Trifluoroethoxy)quinoline-6,7-dicarboxylic Acid), C(C)(=O)OC(C)=O (acetic anhydride). The product is FC(COC1=C2C=CC=NC2=C(C2=C1C(OC2=O)=O)OCC(F)(F)F)(F)F (5,9-bis(2,2,2-Trifluoroethoxy)furo[3,4-g]quinoline-6,8-dione). Yield: 96.0%. Reaction SMILES: [F:1][C:2]([F:28])([F:27])[CH2:3][O:4][C:5]1C(C(O)=O)=C(C(O)=O)[C:12]([O:21][CH2:22][C:23]([F:26])([F:25])[F:24])=[C:11]2[C:6]=1[CH:7]=[CH:8][CH:9]=[N:10]2.[C:29]([O:32][C:33](=[O:35])[CH3:34])(=[O:31])[CH3:30]>>[F:28][C:2]([F:1])([F:27])[CH2:3][O:4][C:5]1[C:30]2[C:29](=[O:31])[O:32][C:33](=[O:35])[C:34]=2[C:12]([O:21][CH2:22][C:23]([F:25])([F:26])[F:24])=[C:11]2[C:6]=1[CH:7]=[CH:8][CH:9]=[N:10]2. Reported procedure: A solution of 5,8-bis(2,2,2-trifluoroethoxy)quinoline-6,7-dicarboxylic acid 4 (180 mmol) in acetic anhydride (500 ml) was heated to reflux for 3 h and concentrated to dryness. The solid residue was triturated into 400 ml ether:hexane 1:4 to afford 68.2 g (96% yield for the last two steps) of the anhydride as a brownish solid. Starting materials: CO, [Cl-], CC(C)(C)OC(=O)N1CCC2(CC1)CC(=O)C2(Cl)Cl, [NH4+], [Zn]. Product: CC(C)(C)OC(=O)N1CCC2(CC1)CC(=O)C2. As a reaction SMILES: [CH3:22][OH:23].[Cl-:20].[Cl:1][C:2]1([Cl:19])[C:3](=[O:18])[CH2:4][C:5]12[CH2:6][CH2:7][N:8]([C:11](=[O:12])[O:13][C:14]([CH3:15])([CH3:16])[CH3:17])[CH2:9][CH2:10]2.[NH4+:21].[Zn:24]>>[CH2:2]1[C:3](=[O:18])[CH2:4][C:5]12[CH2:6][CH2:7][N:8]([C:11](=[O:12])[O:13][C:14]([CH3:15])([CH3:16])[CH3:17])[CH2:9][CH2:10]2. Starting materials: ClCCCBr, Cc1ccc2c(-c3n[nH]c(=S)n3C)cccc2n1, CCO, [H-], [Na+]. Product: Cc1ccc2c(-c3nnc(SCCCCl)n3C)cccc2n1. As a reaction SMILES: [Br:19][CH2:20][CH2:21][CH2:22][Cl:23].[CH3:1][n:2]1[c:3](=[S:18])[nH:4][n:5][c:6]1-[c:7]1[c:8]2[cH:9][cH:10][c:11]([CH3:17])[n:12][c:13]2[cH:14][cH:15][cH:16]1.[CH3:26][CH2:27][OH:28].[H-:24].[Na+:25]>>[CH3:1][n:2]1[c:3]([S:18][CH2:20][CH2:21][CH2:22][Cl:23])[n:4][n:5][c:6]1-[c:7]1[c:8]2[cH:9][cH:10][c:11]([CH3:17])[n:12][c:13]2[cH:14][cH:15][cH:16]1. Run at time 3 hour. Starting materials: [C-]#[C-].[Na+].[Na+] (sodium acetylide), N (ammonia), BrCCCCCCCCC\C=C/CCCC (1-bromo-Z-10-pentadecene), [C-]#[C-].[Na+].[Na+] (sodium acetylide). RXN SMILES: [C-:1]#[C-:2].[Na+].[Na+].Br[CH2:6][CH2:7][CH2:8][CH2:9][CH2:10][CH2:11][CH2:12][CH2:13][CH2:14]/[CH:15]=[CH:16]\[CH2:17][CH2:18][CH2:19][CH3:20].N>>[CH:20]#[C:19][CH2:18][CH2:17][CH2:16][CH2:15][CH2:14][CH2:13][CH2:12][CH2:11][CH2:10]/[CH:9]=[CH:8]\[CH2:7][CH2:6][CH2:1][CH3:2] |f:0.1.2|. Reported procedure: The reaction mixture containing sodium acetylide is then admixed with 1-bromo-Z-10-pentadecene in an amount of 0.8 to 1.2 moles per mole of the sodium acetylide and the reaction is effected at a temperature in the range from -20° to +20° C., usually, for 1 to 5 hours. After completion of the reaction, the reaction mixture is freed from ammonia and washed with water or diluted hydrochloric acid followed by isolation of the pro-duct by a conventional procedure including the methods of solvent extr... Yields the product C#CCCCCCCCCC\C=C/CCCC (Z-12-heptadecen-1-yne). Starting materials: BrCC(=O)OCC (ethyl bromoacetate), N(=[N+]=[N-])C1C(NC2=C(CCCC1)C=CC=C2)=O (3-azido-1,3,4,5,6,7-hexahydro-1-benzazonin-2-one), CC(C)([O-])C.[K+] (potassium t-butoxide). The solvent is CN(C=O)C (dimethylformamide), CN(C=O)C (dimethylformamide), CN(C=O)C (dimethylformamide). Conditions: time 2 hour. Product: N(=[N+]=[N-])C1C(N(C2=C(CCCC1)C=CC=C2)CC(=O)OCC)=O (3-azido-1-ethoxycarbonylmethyl-1,3,4,5,6,7-hexahydro-1-benzazonin-2-one). Reaction SMILES: [N:1]([CH:4]1[CH2:12][CH2:11][CH2:10][CH2:9][C:8]2[CH:13]=[CH:14][CH:15]=[CH:16][C:7]=2[NH:6][C:5]1=[O:17])=[N+:2]=[N-:3].CC(C)([O-])C.[K+].Br[CH2:25][C:26]([O:28][CH2:29][CH3:30])=[O:27]>CN(C)C=O>[N:1]([CH:4]1[CH2:12][CH2:11][CH2:10][CH2:9][C:8]2[CH:13]=[CH:14][CH:15]=[CH:16][C:7]=2[N:6]([CH2:25][C:26]([O:28][CH2:29][CH3:30])=[O:27])[C:5]1=[O:17])=[N+:2]=[N-:3] |f:1.2|. Procedure details: A solution of 3-azido-1,3,4,5,6,7-hexahydro-1-benzazonin-2-one (8.9 g) in dry dimethylformamide (100 ml) is added during 30 minutes to a solution of potassium t-butoxide (4.5 g) in dry dimethylformamide (100 ml) maintained at 0° under an atmosphere of dry nitrogen. The reaction mixture is stirred at 0° for 2 hours, when a solution of ethyl bromoacetate (5.8 g) in dimethylformamide (10 ml) is added during 5 minutes. The reaction mixture is stirred at 0° for 2 hours, then evaporated under reduced ...